From a dataset of the Open Reaction Database (ORD), a public repository of structured organic reaction records. describe an organic reaction: reactants, conditions, products, and yield The reactants are [N+](=O)([O-])C=1C=C(NC(C)=O)C=CC1 (3′-nitroacetanilide), Cl (hydrochloric acid), [H-].[Na+] (sodium hydride), IC (iodomethane). Run in CN(C=O)C (N,N-dimethylformamide), CN(C=O)C (N,N-dimethylformamide). Conditions: time 30 minute. The product is CN(C1=CC(=CC=C1)[N+](=O)[O-])C(C)=O (N-methyl-3′-nitroacetanilide). RXN SMILES: [H-].[Na+].[N+:3]([C:6]1[CH:7]=[C:8]([CH:13]=[CH:14][CH:15]=1)[NH:9][C:10](=[O:12])[CH3:11])([O-:5])=[O:4].I[CH3:17].Cl>CN(C)C=O>[CH3:17][N:9]([C:10](=[O:12])[CH3:11])[C:8]1[CH:13]=[CH:14][CH:15]=[C:6]([N+:3]([O-:5])=[O:4])[CH:7]=1 |f:0.1|. Reported procedure: To a suspension of sodium hydride (60% in oil, 5.19 g) in N,N-dimethylformamide (30 ml) was added a solution of 3′-nitroacetanilide (214 mg) in N,N-dimethylformamide (30 ml) at 0° C. The mixture was stirred at room temperature for 30 minutes, then iodomethane (3.59 ml) was added. After 30 minutes, 1N hydrochloric acid was poured into the mixture and extracted with ethyl acetate. The organic solution was washed with water and brine, dried over magnesium sulfate and concentrated. The resultant sol... The reactants are COc1cc2c(Oc3cccc(NC(=O)Nc4cc(C(C)(C)C)on4)c3)ncnc2cc1OCC1CO1, CN1CCNCC1, CCOCC, CN(C)C=O. RXN SMILES: [C:1]([CH3:2])([CH3:3])([CH3:4])[c:5]1[cH:6][c:7]([NH:10][C:11](=[O:12])[NH:13][c:14]2[cH:15][c:16]([O:20][c:21]3[n:22][cH:23][n:24][c:25]4[cH:26][c:27]([O:33][CH2:34][CH:35]5[O:36][CH2:37]5)[c:28]([O:31][CH3:32])[cH:29][c:30]34)[cH:17][cH:18][cH:19]2)[n:8][o:9]1.[CH3:38][N:39]1[CH2:40][CH2:41][NH:42][CH2:43][CH2:44]1.[CH3:45][CH2:46][O:47][CH2:48][CH3:49].[CH3:50][N:51]([CH3:52])[CH:53]=[O:54]>>[C:1]([CH3:2])([CH3:3])([CH3:4])[c:5]1[cH:6][c:7]([NH:10][C:11](=[O:12])[NH:13][c:14]2[cH:15][c:16]([O:20][c:21]3[n:22][cH:23][n:24][c:25]4[cH:26][c:27]([O:33][CH2:34][CH:35]([OH:36])[CH2:37][N:42]5[CH2:41][CH2:40][N:39]([CH3:38])[CH2:44][CH2:43]5)[c:28]([O:31][CH3:32])[cH:29][c:30]34)[cH:17][cH:18][cH:19]2)[n:8][o:9]1. Yields the product COc1cc2c(Oc3cccc(NC(=O)Nc4cc(C(C)(C)C)on4)c3)ncnc2cc1OCC(O)CN1CCN(C)CC1. Starting materials: S(=O)(Cl)Cl (thionyl chloride), ClC=1C=NC=CC1CO ((3-chloropyridin-4-yl)methanol), C([O-])(O)=O.[Na+] (sodium bicarbonate). Run in C(Cl)(Cl)Cl (chloroform). Conditions: time 2 hour. Product: ClC=1C=NC=CC1CCl (3-chloro-4-(chloromethyl)pyridine). Yield: 98.7%. Reaction SMILES: [Cl:1][C:2]1[CH:3]=[N:4][CH:5]=[CH:6][C:7]=1[CH2:8]O.S(Cl)([Cl:12])=O.C(=O)(O)[O-].[Na+]>C(Cl)(Cl)Cl>[Cl:1][C:2]1[CH:3]=[N:4][CH:5]=[CH:6][C:7]=1[CH2:8][Cl:12] |f:2.3|. Procedure details: To a mixture of 0.70 g of (3-chloropyridin-4-yl)methanol and 8 ml of chloroform was added dropwise 0.70 g of thionyl chloride at room temperature, and the mixture was stirred at room temperature for 2 hours. A saturated aqueous solution of sodium bicarbonate was added to the reaction mixture, and the mixture was extracted twice with chloroform. The organic layers were combined and dried over magnesium sulfate. The resulting mixture was concentrated under reduced pressure to obtain 0.78 g of 3-ch... The reactants are N#CCCCCBr, [Li]CCCC, Cc1cccc2cncn12, CCCCCC, C1CCOC1. Yields the product N#CCCCCCc1cccc2cncn12. RXN SMILES: [Br:16][CH2:17][CH2:18][CH2:19][CH2:20][C:21]#[N:22].[CH2:11]([Li:12])[CH2:13][CH2:14][CH3:15].[CH3:1][c:2]1[cH:3][cH:4][cH:5][c:6]2[n:7]1[cH:8][n:9][cH:10]2.[CH3:28][CH2:29][CH2:30][CH2:31][CH2:32][CH3:33].[O:23]1[CH2:24][CH2:25][CH2:26][CH2:27]1>>[CH2:1]([c:2]1[cH:3][cH:4][cH:5][c:6]2[n:7]1[cH:8][n:9][cH:10]2)[CH2:17][CH2:18][CH2:19][CH2:20][C:21]#[N:22].